From a dataset of the Open Reaction Database (ORD), a public repository of structured organic reaction records. describe an organic reaction: reactants, conditions, products, and yield The reactants are N[C@H](CO)C ((2S)-2-aminopropan-1-ol), ClC1=C(C=CC(=C1)NC1=NC=NC2=CC=CC(=C12)F)O (2-chloro-4-[(5-fluoroquinazolin-4-yl)amino]phenol). The product is N[C@H](COC1=C2C(=NC=NC2=CC=C1)NC1=CC(=C(C=C1)O)Cl)C (4-[(5-{[(2S)-2-aminopropyl]oxy}quinazolin-4-yl)amino]-2-chlorophenol). Yield: 54.0%. RXN SMILES: [NH2:1][C@@H:2]([CH3:5])[CH2:3][OH:4].[Cl:6][C:7]1[CH:12]=[C:11]([NH:13][C:14]2[C:23]3[C:18](=[CH:19][CH:20]=[CH:21][C:22]=3F)[N:17]=[CH:16][N:15]=2)[CH:10]=[CH:9][C:8]=1[OH:25]>>[NH2:1][C@@H:2]([CH3:5])[CH2:3][O:4][C:22]1[CH:21]=[CH:20][CH:19]=[C:18]2[C:23]=1[C:14]([NH:13][C:11]1[CH:10]=[CH:9][C:8]([OH:25])=[C:7]([Cl:6])[CH:12]=1)=[N:15][CH:16]=[N:17]2. Reported procedure: The procedure described in Example 3 (preparation of starting materials) was repeated using (2S)-2-aminopropan-1-ol and 2-chloro-4-[(5-fluoroquinazolin-4-yl)amino]phenol (obtained as described in Example 4.5, preparation of starting materials) to give 4-[(5-{[(2S)-2-aminopropyl]oxy}quinazolin-4-yl)amino]-2-chlorophenol in 54% yield; NMR spectrum (DMSO-d6); 1.30 (d, 3H), 3.30 (bs, 2H), 3.80 (m, 1H), 4.40 (m, 2H), 7.00 (d, 1H), 7.20 (d, 1H), 7.30 (d, 1H), 7.50 (dd, 1H), 7.70 (t, 1H), 8.00 (d, 1H),... The reactants are CI, CC#N, COC1(c2cc(F)cc(OCc3ccc4ncccc4c3)c2)CCOCC1. The product is COC1(c2cc(F)cc(OCc3ccc4c(ccc[n+]4C)c3)c2)CCOCC1, [I-]. Reaction SMILES: [CH3:28][I:29].[CH3:30][C:31]#[N:32].[F:1][c:2]1[cH:3][c:4]([O:5][CH2:6][c:7]2[cH:8][c:9]3[cH:10][cH:11][cH:12][n:13][c:14]3[cH:15][cH:16]2)[cH:17][c:18]([C:20]2([O:26][CH3:27])[CH2:21][CH2:22][O:23][CH2:24][CH2:25]2)[cH:19]1>>[F:1][c:2]1[cH:3][c:4]([O:5][CH2:6][c:7]2[cH:8][c:9]3[cH:10][cH:11][cH:12][n+:13]([CH3:28])[c:14]3[cH:15][cH:16]2)[cH:17][c:18]([C:20]2([O:26][CH3:27])[CH2:21][CH2:22][O:23][CH2:24][CH2:25]2)[cH:19]1.[I-:29]. Procedure: To a solution of 1,1,1-trifluoro-3-iodopropane (0.052 mL, 0.438 mmol), Pd2(dba)3 (24.0 mg, 0.026 mmol), Tri-2-furylphosphine (10.2 mg, 0.044 mmol) and copper(I) iodide (8.33 mg, 0.044 mmol) in N,N-dimethylformamide (2.5 mL) was added tributyl(phenylethynyl)stannane (0.178 mL, 0.481 mmol) under nitrogen. The reaction mixture was stirred at room temperature for 16 h. The reaction mixture was diluted with ethyl acetate (50 mL), washed with water (10 mL), washed with brine (10 mL), and dried over an... Product: FC(CCC#CC1=CC=CC=C1)(F)F ((5,5,5-trifluoropent-1-ynyl)benzene). Run in CN(C=O)C (N,N-dimethylformamide), C(C)(=O)OCC (ethyl acetate). Conditions: time 16 hour. Reagents/catalysts: C=1C=CC(=CC1)/C=C/C(=O)/C=C/C2=CC=CC=C2.C=1C=CC(=CC1)/C=C/C(=O)/C=C/C2=CC=CC=C2.C=1C=CC(=CC1)/C=C/C(=O)/C=C/C2=CC=CC=C2.[Pd].[Pd] (Pd2(dba)3), [Cu]I (copper(I) iodide). Starting materials: FC(CCI)(F)F (1,1,1-trifluoro-3-iodopropane), O1C(=CC=C1)P(C=1OC=CC1)C=1OC=CC1 (Tri-2-furylphosphine), C(CCC)[Sn](C#CC1=CC=CC=C1)(CCCC)CCCC (tributyl(phenylethynyl)stannane). The yield is 57.6%. Reaction SMILES: [F:1][C:2]([F:7])([F:6])[CH2:3][CH2:4]I.O1C=CC=C1P(C1OC=CC=1)C1OC=CC=1.C([Sn](CCCC)(CCCC)[C:29]#[C:30][C:31]1[CH:36]=[CH:35][CH:34]=[CH:33][CH:32]=1)CCC>CN(C)C=O.C(OCC)(=O)C.C1C=CC(/C=C/C(/C=C/C2C=CC=CC=2)=O)=CC=1.C1C=CC(/C=C/C(/C=C/C2C=CC=CC=2)=O)=CC=1.C1C=CC(/C=C/C(/C=C/C2C=CC=CC=2)=O)=CC=1.[Pd].[Pd].[Cu]I>[F:1][C:2]([F:7])([F:6])[CH2:3][CH2:4][C:29]#[C:30][C:31]1[CH:36]=[CH:35][CH:34]=[CH:33][CH:32]=1 |f:5.6.7.8.9|.